This data is from the Open Reaction Database (ORD), a public repository of structured organic reaction records. The task is: describe an organic reaction: reactants, conditions, products, and yield The reactants are C(CC(O)(C(=O)O)CC(=O)O)(=O)O (citric acid), 4A, C(CCCCCCCCCCC)O (dodecyl alcohol), C1(=CC=C(C=C1)S(=O)(=O)O)C (p-toluene sulfonic acid). Run in O1CCOCC1 (dioxane). The product is C(CCCCCCCCCCC)OC(CC(O)(C(=O)O)CC(=O)O)=O (Citric Acid Dodecyl Ester). Reaction SMILES: [C:1]([OH:13])(=[O:12])[CH2:2][C:3]([CH2:8][C:9]([OH:11])=[O:10])([C:5]([OH:7])=[O:6])[OH:4].[CH2:14](O)[CH2:15][CH2:16][CH2:17][CH2:18][CH2:19][CH2:20][CH2:21][CH2:22][CH2:23][CH2:24][CH3:25].C1(C)C=CC(S(O)(=O)=O)=CC=1>O1CCOCC1>[CH2:25]([O:10][C:9](=[O:11])[CH2:8][C:3]([CH2:2][C:1]([OH:13])=[O:12])([C:5]([OH:7])=[O:6])[OH:4])[CH2:24][CH2:23][CH2:22][CH2:21][CH2:20][CH2:19][CH2:18][CH2:17][CH2:16][CH2:15][CH3:14]. Procedure: A blend of citric acid (63 grams, 0.3 mole), dodecyl alcohol (55.8 grams, 0.31 mole), p-toluene sulfonic acid (0.1 gram, 0.6 mole) and 300 ml. of dioxane was refluxed for 72 hours, passing the condensed vapor through 4A molecular sieve. The dioxane solvent was then evaporated under reduced pressure (30 mm.) to a 150 gram residue. This mixture was diluted with 200 ml. of toluene and the reaction mixture subsequently stripped to 60° C. at 5 mm. pressure. The residue was an amber oil which solidifi... Reactants: CS(=O)(=O)OCCOC1=NNC2=NC=NC(=C21)NC2=CC(=C(C=C2)OCC2=CC(=CC=C2)F)C (2-{[4-({4-[(3-fluorobenzyl)oxy]-3-methylphenyl}amino)-1H-pyrazolo[3,4-d]pyrimidin-3-yl]oxy}ethyl methanesulfonate), CN1CCNCC1 (N-methylpiperazine). Yields the product FC=1C=C(COC2=C(C=C(C=C2)NC2=C3C(=NC=N2)NN=C3OCCN3CCN(CC3)C)C)C=CC1 (N-{4-[(3-fluorobenzyl)oxy]-3-methylphenyl}-3-[2-(4-methylpiperazin-1-yl)ethoxy]-1H-pyrazolo[3,4-d]pyrimidin-4-amine). The yield is 23.0%. RXN SMILES: CS(O[CH2:6][CH2:7][O:8][C:9]1[C:17]2[C:12](=[N:13][CH:14]=[N:15][C:16]=2[NH:18][C:19]2[CH:24]=[CH:23][C:22]([O:25][CH2:26][C:27]3[CH:32]=[CH:31][CH:30]=[C:29]([F:33])[CH:28]=3)=[C:21]([CH3:34])[CH:20]=2)[NH:11][N:10]=1)(=O)=O.[CH3:35][N:36]1[CH2:41][CH2:40][NH:39][CH2:38][CH2:37]1>>[F:33][C:29]1[CH:28]=[C:27]([CH:32]=[CH:31][CH:30]=1)[CH2:26][O:25][C:22]1[CH:23]=[CH:24][C:19]([NH:18][C:16]2[N:15]=[CH:14][N:13]=[C:12]3[NH:11][N:10]=[C:9]([O:8][CH2:7][CH2:6][N:39]4[CH2:40][CH2:41][N:36]([CH3:35])[CH2:37][CH2:38]4)[C:17]=23)=[CH:20][C:21]=1[CH3:34]. Reported procedure: The procedure described in Example 55 was repeated using 2-{[4-({4-[(3-fluorobenzyl)oxy]-3-methylphenyl}amino)-1H-pyrazolo[3,4-d]pyrimidin-3-yl]oxy}ethyl methanesulfonate (prepared as described in Example 21) and N-methylpiperazine to give the title compound in 23% yield; NMR Spectrum: 2.09 (s, 3H), 2.28 (s, 3H), 2.50 (s, 4H), 2.77 (t, 2H), 4.42 (t, 2H), 5.16 (s, 2H), 7.00 (d, 1H), 7.16 (td, 1H), 7.31 (m, 2H), 7.43 (m, 3H), 8.16 (s, 1H), 8.24 (s, 1H); Mass Spectrum: 492 (MH+). Reactants: Cl.C(C1=CC=CC=C1)N1CC(CCC1)=O (1-benzyl-3-piperidone hydrochloride), Cl (hydrochloric acid), O1CCCC1.O (tetrahydrofuran water), Cl (hydrochloric acid), [C-]#N.[K+] (potassium cyanide), [C-]#N.[K+] (potassium cyanide), [OH-].[Na+] (sodium hydroxide). Conditions: temperature 80 celsius, time 4 hour. Yields the product C(C1=CC=CC=C1)N1CC(CCC1)(C(=O)O)O (1-benzyl-3-hydroxypiperidine-3-carboxylic acid). Yield: 60.2%. RXN SMILES: Cl.[CH2:2]([N:9]1[CH2:14][CH2:13][CH2:12][C:11](=[O:15])[CH2:10]1)[C:3]1[CH:8]=[CH:7][CH:6]=[CH:5][CH:4]=1.Cl.[C-]#N.[K+].[OH-:20].[Na+].[O:22]1[CH2:26]CCC1.O>>[CH2:2]([N:9]1[CH2:14][CH2:13][CH2:12][C:11]([OH:15])([C:26]([OH:22])=[O:20])[CH2:10]1)[C:3]1[CH:4]=[CH:5][CH:6]=[CH:7][CH:8]=1 |f:0.1,3.4,5.6,7.8|. Procedure details: To a solution of 8.13 g of 1-benzyl-3-piperidone hydrochloride in a mixture of 28.8 ml of tetrahydrofuran-water (1:1) and 2.99 ml (36 mmoles) of concentrated hydrochloric acid is added 4.687 g (72 mmoles) of potassium cyanide while keeping at a temperature below 8° C., and the mixture is stirred for 4 hours, additionally mixed with 1.495 ml (18 mmoles) of concentrated hydrochloric acid and 1.172 g (18 mmoles) of potassium cyanide, stirred for 1 hour and extracted with ether. The extract is washe... Starting materials: OCCCCNS(=O)(=O)C1=C(C=C(C=C1)Br)C(F)(F)F (4-bromo-2-trifluoromethylphenyl-sulfonic acid-(4-hydroxybutyl)-amide), C1(=CC=CC=C1)B(O)O (phenyl boronic acid). Yields the product OCCCCNS(=O)(=O)C1=C(C=C(C=C1)C1=CC=CC=C1)C(F)(F)F (3-Trifluoromethylbiphenyl-4-sulfonic acid-(4-hydroxybutyl)-amide). RXN SMILES: [OH:1][CH2:2][CH2:3][CH2:4][CH2:5][NH:6][S:7]([C:10]1[CH:15]=[CH:14][C:13](Br)=[CH:12][C:11]=1[C:17]([F:20])([F:19])[F:18])(=[O:9])=[O:8].[C:21]1(B(O)O)[CH:26]=[CH:25][CH:24]=[CH:23][CH:22]=1>>[OH:1][CH2:2][CH2:3][CH2:4][CH2:5][NH:6][S:7]([C:10]1[CH:15]=[CH:14][C:13]([C:21]2[CH:26]=[CH:25][CH:24]=[CH:23][CH:22]=2)=[CH:12][C:11]=1[C:17]([F:20])([F:19])[F:18])(=[O:9])=[O:8]. Reported procedure: Using a method analogous to that described in Example 40, 4-bromo-2-trifluoromethylphenyl-sulfonic acid-(4-hydroxybutyl)-amide and phenyl boronic acid were reacted to give the title compound as a white solid. δC (DMSO, 62.9 MHz): 26.1, 29.5, 42.8, 60.2, 125.1, 126.6, 127.2, 127.4, 129.2, 130.8, 132.5, 137.1, 138.3 and 144.0. Reactants: CCC1C=C(C)CC(C)CC(OC)C2OC(O)(C(=O)C(=O)N3CCCCC3C(=O)OC(C(C)=CC3CCC(N=[N+]=[N-])C(OC)C3)C(C)C=CC1=O)C(C)CC2OC, CCCC[SnH](CCCC)CCCC, CC(=O)O, Cc1ccccc1. Yields the product CCC1C=C(C)CC(C)CC(OC)C2OC(O)(C(=O)C(=O)N3CCCCC3C(=O)OC(C(C)=CC3CCC(N=[N+]=[N-])C(OC)C3)C(C)CCC1=O)C(C)CC2OC. Reaction SMILES: [CH2:1]([CH3:2])[CH:3]1[C:4](=[O:57])[CH:5]=[CH:6][CH:7]([CH3:56])[CH:8]([C:42](=[CH:43][CH:44]2[CH2:45][CH:46]([O:53][CH3:54])[CH:47]([N:50]=[N+:51]=[N-:52])[CH2:48][CH2:49]2)[CH3:55])[O:9][C:10](=[O:41])[CH:11]2[CH2:12][CH2:13][CH2:14][CH2:15][N:16]2[C:17](=[O:40])[C:18](=[O:39])[C:19]2([OH:38])[CH:20]([CH3:37])[CH2:21][CH:22]([O:35][CH3:36])[CH:23]([CH:24]([O:32][CH3:33])[CH2:25][CH:26]([CH3:31])[CH2:27][C:28]([CH3:30])=[CH:29]1)[O:34]2.[CH2:62]([SnH:63]([CH2:64][CH2:65][CH2:66][CH3:67])[CH2:68][CH2:69][CH2:70][CH3:71])[CH2:72][CH2:73][CH3:74].[CH3:58][C:59](=[O:60])[OH:61].[CH3:75][c:76]1[cH:77][cH:78][cH:79][cH:80][cH:81]1>>[CH2:1]([CH3:2])[CH:3]1[C:4](=[O:57])[CH2:5][CH2:6][CH:7]([CH3:56])[CH:8]([C:42](=[CH:43][CH:44]2[CH2:45][CH:46]([O:53][CH3:54])[CH:47]([N:50]=[N+:51]=[N-:52])[CH2:48][CH2:49]2)[CH3:55])[O:9][C:10](=[O:41])[CH:11]2[CH2:12][CH2:13][CH2:14][CH2:15][N:16]2[C:17](=[O:40])[C:18](=[O:39])[C:19]2([OH:38])[CH:20]([CH3:37])[CH2:21][CH:22]([O:35][CH3:36])[CH:23]([CH:24]([O:32][CH3:33])[CH2:25][CH:26]([CH3:31])[CH2:27][C:28]([CH3:30])=[CH:29]1)[O:34]2. RXN SMILES: [C:1]([O:2][BH-:3]([O:4][C:5](=[O:6])[CH3:7])[O:8][C:9](=[O:10])[CH3:11])(=[O:12])[CH3:13].[C:49](=[O:50])([O-:51])[OH:52].[CH3:54][C:55](=[O:56])[OH:57].[CH:15]1([NH:21][c:22]2[c:23]([F:40])[cH:24][c:25]3[c:26](=[O:39])[c:27]([CH:37]=[O:38])[cH:28][n:29]([CH:32]4[CH2:33][CH2:34][CH2:35][CH2:36]4)[c:30]3[cH:31]2)[CH2:16][CH2:17][CH2:18][CH2:19][CH2:20]1.[Cl:58][CH2:59][CH2:60][Cl:61].[NH2:41][c:42]1[cH:43][cH:44][c:45]([OH:46])[cH:47][cH:48]1.[Na+:14].[Na+:53]>>[CH:15]1([NH:21][c:22]2[c:23]([F:40])[cH:24][c:25]3[c:26](=[O:39])[c:27]([CH2:37][NH:41][c:42]4[cH:43][cH:44][c:45]([OH:46])[cH:47][cH:48]4)[cH:28][n:29]([CH:32]4[CH2:33][CH2:34][CH2:35][CH2:36]4)[c:30]3[cH:31]2)[CH2:16][CH2:17][CH2:18][CH2:19][CH2:20]1. Product: O=c1c(CNc2ccc(O)cc2)cn(C2CCCC2)c2cc(NC3CCCCC3)c(F)cc12. The reactants are CC(=O)O[BH-](OC(C)=O)OC(C)=O, O=C([O-])O, CC(=O)O, O=Cc1cn(C2CCCC2)c2cc(NC3CCCCC3)c(F)cc2c1=O, ClCCCl, Nc1ccc(O)cc1, [Na+], [Na+]. Starting materials: Cl (hydrochloric acid), NC1=C(C=CC=C1)NC1=C(N(C(=C1C)C)C)C(=O)O (3-[(2-Aminophenyl)amino]-1,4,5-trimethyl-1H-pyrrole-2-carboxylic acid), NC1=C(C=CC=C1)NC1=C(N(C(=C1C)C)C)C(=O)O (3-[(2-aminophenyl)amino]-1,4,5-trimethyl-1H-pyrrole-2-carboxylic acid). Run in O (water). Reaction conditions: temperature 140 celsius. Product: CN1C(=C(C=2NC3=C(NC(C21)=O)C=CC=C3)C)C (1,2,3-Trimethyl-1,4,9,10-tetrahydropyrrolo[3,2-b][1,5]benzodiazepin-10-one). RXN SMILES: Cl.[NH2:2][C:3]1[CH:8]=[CH:7][CH:6]=[CH:5][C:4]=1[NH:9][C:10]1[C:14]([CH3:15])=[C:13]([CH3:16])[N:12]([CH3:17])[C:11]=1[C:18]([OH:20])=O>O>[CH3:17][N:12]1[C:11]2[C:18](=[O:20])[NH:2][C:3]3[CH:8]=[CH:7][CH:6]=[CH:5][C:4]=3[NH:9][C:10]=2[C:14]([CH3:15])=[C:13]1[CH3:16]. Procedure details: 15 ml of concentrated hydrochloric acid are added to the solution obtained in Example 4, which contains 49.2 g (0.19 mole ) of 3-[(2-aminophenyl)amino]-1,4,5-trimethyl-1H-pyrrole-2-carboxylic acid, and the mixture is heated to an internal temperature of 140° C. for 12 hours. During this heating, the water formed is continuously distilled off. For working up the mixture, as much of the solvent as possible is distilled off on a rotary evaporator under a water-pump vacuum. The residue is taken up i... The reactants are C(C)(C)N(C(C)C)CC (N,N-diisopropylethylamine), ClC(=O)OCC1=CC=C(C=C1)[N+](=O)[O-] (4-nitrobenzyl chloroformate), C(C=C)NC1CCN(CC1)C(=O)OC(C)(C)C (4-(allylamino)-1-(tert-butoxycarbonyl)piperidine). The solvent is C(C)(=O)OCC (ethyl acetate), ClCCl (dichloromethane). Run at time 3 hour. Yields the product C(C)(C)(C)OC(=O)N1CCC(CC1)N(C(=O)OCC1=CC=C(C=C1)[N+](=O)[O-])CC=C (1-(tert-Butoxycarbonyl)-4-(N-(4-nitrobenzyloxycarbonyl)-allylamino)piperidine). Isolated yield 82.1%. RXN SMILES: [CH2:1]([NH:4][CH:5]1[CH2:10][CH2:9][N:8]([C:11]([O:13][C:14]([CH3:17])([CH3:16])[CH3:15])=[O:12])[CH2:7][CH2:6]1)[CH:2]=[CH2:3].C(N(CC)C(C)C)(C)C.Cl[C:28]([O:30][CH2:31][C:32]1[CH:37]=[CH:36][C:35]([N+:38]([O-:40])=[O:39])=[CH:34][CH:33]=1)=[O:29]>ClCCl.C(OCC)(=O)C>[C:14]([O:13][C:11]([N:8]1[CH2:7][CH2:6][CH:5]([N:4]([CH2:1][CH:2]=[CH2:3])[C:28]([O:30][CH2:31][C:32]2[CH:33]=[CH:34][C:35]([N+:38]([O-:40])=[O:39])=[CH:36][CH:37]=2)=[O:29])[CH2:10][CH2:9]1)=[O:12])([CH3:17])([CH3:16])[CH3:15]. Reported procedure: A portion of the crude 4-(allylamino)-1-(tert-butoxycarbonyl)piperidine (400 mg, 1.66 mmol) was dissolved in 10 mL of dichloromethane and treated with N,N-diisopropylethylamine (0.700 mL, 519 mg, 4.0 mmol) and 4-nitrobenzyl chloroformate (392 mg, 1.82 mmol). After stirring 3 h at RT, the mixture was diluted with 30 mL of ethyl acetate and washed with 15 mL each of 2 N aqueous HCl, saturated aqueous sodium bicarbonate, and brine. The organic layer was dried over sodium sulfate, and evaporated. Th...